From a dataset of the Open Reaction Database (ORD), a public repository of structured organic reaction records. describe an organic reaction: reactants, conditions, products, and yield Reactants: CCCc1ccc(Br)cc1, CC(C)(C)[O-], CC1CNCCN1, Cc1ccccc1, [Na+], CC(=O)[O-], CC(=O)[O-], [Pd+2]. Yields the product CCCc1ccc(N2CCNC(C)C2)cc1. Reaction SMILES: [Br:8][c:9]1[cH:10][cH:11][c:12]([CH2:15][CH2:16][CH3:17])[cH:13][cH:14]1.[CH3:18][C:19]([CH3:20])([O-:21])[CH3:22].[CH3:1][CH:2]1[NH:3][CH2:4][CH2:5][NH:6][CH2:7]1.[CH3:24][c:25]1[cH:26][cH:27][cH:28][cH:29][cH:30]1.[Na+:23].[O-:32][C:33]([CH3:34])=[O:35].[O-:36][C:37]([CH3:38])=[O:39].[Pd+2:31]>>[CH3:1][CH:2]1[NH:3][CH2:4][CH2:5][N:6]([c:9]2[cH:10][cH:11][c:12]([CH2:15][CH2:16][CH3:17])[cH:13][cH:14]2)[CH2:7]1. The reactants are O1C(CCCC1)OC(=O)C12CCC(CC1)(CC2)NCC(=O)N2[C@@H](C[C@@H](C2)F)C#N ((2S,4S)-1-[[N-[4-(2-Tetrahydropyranyl)oxycarbonylbicyclo[2,2,2]oct-1-yl]amino]acetyl]-4-fluoropyrrolidine-2-carbonitrile). The solvent is C(C)(=O)O (acetic acid). Run at time 6 hour. Product: C(=O)(O)C12CCC(CC1)(CC2)NCC(=O)N2[C@@H](C[C@@H](C2)F)C#N ((2S,4S)-1-[[N-(4-carboxybicyclo[2,2,2]oct-1-yl)amino]acetyl]-4-fluoropyrrolidine-2-carbonitrile). Reaction SMILES: O1CCCCC1[O:7][C:8]([C:10]12[CH2:17][CH2:16][C:13]([NH:18][CH2:19][C:20]([N:22]3[CH2:26][C@@H:25]([F:27])[CH2:24][C@H:23]3[C:28]#[N:29])=[O:21])([CH2:14][CH2:15]1)[CH2:12][CH2:11]2)=[O:9]>C(O)(=O)C>[C:8]([C:10]12[CH2:17][CH2:16][C:13]([NH:18][CH2:19][C:20]([N:22]3[CH2:26][C@@H:25]([F:27])[CH2:24][C@H:23]3[C:28]#[N:29])=[O:21])([CH2:14][CH2:15]1)[CH2:12][CH2:11]2)([OH:9])=[O:7]. Procedure: (2S,4S)-1-[[N-[4-(2-Tetrahydropyranyl)oxycarbonylbicyclo[2,2,2]oct-1-yl]amino]acetyl]-4-fluoropyrrolidine-2-carbonitrile (71.6 mg) was dissolved in acetic acid (4 mL) and the solution was stirred at room temperature for 6 hours. Subsequently, the reaction mixture was concentrated under reduced pressure and the residue was suspended in dichloromethane and was collected by filtration. This gave (2S,4S)-1-[[N-(4-carboxybicyclo[2,2,2]oct-1-yl)amino]acetyl]-4-fluoropyrrolidine-2-carbonitrile (31.4 mg... Reactants: O=C([O-])[O-], CCc1ccc(OS(=O)(=O)C(F)(F)F)c(C(=O)OC)c1, Cc1ccccc1, CCO, CCOCC, [Na+], [Na+], O, OB(O)c1ccc(F)cc1, c1ccc(P(c2ccccc2)(c2ccccc2)[Pd](P(c2ccccc2)(c2ccccc2)c2ccccc2)(P(c2ccccc2)(c2ccccc2)c2ccccc2)P(c2ccccc2)(c2ccccc2)c2ccccc2)cc1. Yields the product CCc1ccc(-c2ccc(F)cc2)c(C(=O)OC)c1. RXN SMILES: [C:31](=[O:32])([O-:33])[O-:34].[CH2:1]([CH3:2])[c:3]1[cH:4][cH:5][c:6]([O:13][S:14]([C:15]([F:16])([F:17])[F:18])(=[O:19])=[O:20])[c:7]([C:8](=[O:9])[O:10][CH3:11])[cH:12]1.[CH3:37][c:38]1[cH:39][cH:40][cH:41][cH:42][cH:43]1.[CH3:44][CH2:45][OH:46].[CH3:47][CH2:48][O:49][CH2:50][CH3:51].[Na+:35].[Na+:36].[OH2:52].[OH:21][B:22]([OH:23])[c:24]1[cH:25][cH:26][c:27]([F:28])[cH:29][cH:30]1.[cH:53]1[cH:54][cH:55][c:56]([P:57]([Pd:58]([P:59]([c:60]2[cH:61][cH:62][cH:63][cH:64][cH:65]2)([c:66]2[cH:67][cH:68][cH:69][cH:70][cH:71]2)[c:72]2[cH:73][cH:74][cH:75][cH:76][cH:77]2)([P:78]([c:79]2[cH:80][cH:81][cH:82][cH:83][cH:84]2)([c:85]2[cH:86][cH:87][cH:88][cH:89][cH:90]2)[c:91]2[cH:92][cH:93][cH:94][cH:95][cH:96]2)[P:97]([c:98]2[cH:99][cH:100][cH:101][cH:102][cH:103]2)([c:104]2[cH:105][cH:106][cH:107][cH:108][cH:109]2)[c:110]2[cH:111][cH:112][cH:113][cH:114][cH:115]2)([c:116]2[cH:117][cH:118][cH:119][cH:120][cH:121]2)[c:122]2[cH:123][cH:124][cH:125][cH:126][cH:127]2)[cH:128][cH:129]1>>[CH2:1]([CH3:2])[c:3]1[cH:4][cH:5][c:6](-[c:24]2[cH:25][cH:26][c:27]([F:28])[cH:29][cH:30]2)[c:7]([C:8](=[O:9])[O:10][CH3:11])[cH:12]1.